Dataset: the Open Reaction Database (ORD), a public repository of structured organic reaction records. Task: describe an organic reaction: reactants, conditions, products, and yield Reactants: C1(CCCC1)S(=O)(=O)C1=CC=C(C=C1)Br (4-bromophenyl cyclopentyl sulfone), C(C)(C)N(C(C)C)CC (N,N-diisopropylethylamine), dichlorobis(triphenylphosphine) palladium (II), BrCCCCCCOCCC#C (4-[(6-bromohexyl)oxy]but-1-yne), C(C)(C)N(C(C)C)CC (N,N-diisopropylethylamine). Reagents/catalysts: [Cu](I)I (copper iodide). The solvent is CN(C)C=O (DMF), CN(C)C=O (DMF). Reaction conditions: time 19 hour. The product is BrCCCCCCOCCC#CC1=CC=C(C=C1)S(=O)(=O)C1CCCC1 (1-{4-[(6-Bromohexyl)oxy]but-1-ynyl}-4-(cyclopentylsulfonyl)benzene). As a reaction SMILES: [CH:1]1([S:6]([C:9]2[CH:14]=[CH:13][C:12](Br)=[CH:11][CH:10]=2)(=[O:8])=[O:7])[CH2:5][CH2:4][CH2:3][CH2:2]1.C(N(CC)C(C)C)(C)C.[Br:25][CH2:26][CH2:27][CH2:28][CH2:29][CH2:30][CH2:31][O:32][CH2:33][CH2:34][C:35]#[CH:36]>CN(C=O)C.[Cu](I)I>[Br:25][CH2:26][CH2:27][CH2:28][CH2:29][CH2:30][CH2:31][O:32][CH2:33][CH2:34][C:35]#[C:36][C:12]1[CH:13]=[CH:14][C:9]([S:6]([CH:1]2[CH2:5][CH2:4][CH2:3][CH2:2]2)(=[O:8])=[O:7])=[CH:10][CH:11]=1. Procedure: A stirred solution of 4-bromophenyl cyclopentyl sulfone (EP683172 A1) (0.5 g) and N,N-diisopropylethylamine (3.33 ml) in DMF (15 ml) was treated with dichlorobis(triphenylphosphine) palladium (II) (50 mg) and copper iodide (13.68 mg). The solution was heated to 70° under nitrogen and a solution of 4-[(6-bromohexyl)oxy]but-1-yne (DE 3513885 A1) and N,N-diisopropylethylamine (1.66 ml) in DMF (5 ml) was added dropwise. The mixture was stirred at 70° for 19 h. The reaction mixture was cooled to room...